Task: describe an organic reaction: reactants, conditions, products, and yield. Dataset: the Open Reaction Database (ORD), a public repository of structured organic reaction records Starting materials: NC=1C(=C(C(=CC1)F)Br)F (3-amino-2,6-difluorobromobenzene), C(C)OC=C(C(=O)OCC)C(=O)OCC (diethyl ethoxymethylenemalonate), C1(=CC=CC=C1)OC1=CC=CC=C1 (diphenylether), C1=CC=CC=2OC3=C(C21)C=CC=C3 (dibenzofuran). Solvent: hexanes, C1=CC=C(C=C1)C2=CC=CC=C2.C1=CC=C(C=C1)OC2=CC=CC=C2 (Dowtherm). Run at temperature 150 celsius. The product is BrC1=C(C=C2C(=C(C=NC2=C1F)C(=O)OCC)O)F (Ethyl 7-bromo-6,8-difluoro-4-hydroxyquinoline-3-carboxylate). The yield is 78.0%. As a reaction SMILES: [NH2:1][C:2]1[C:3]([F:10])=[C:4]([Br:9])[C:5]([F:8])=[CH:6][CH:7]=1.C([O:13][CH:14]=[C:15]([C:21](OCC)=O)[C:16]([O:18][CH2:19][CH3:20])=[O:17])C.C1(OC2C=CC=CC=2)C=CC=CC=1.C1C2C3C=CC=CC=3OC=2C=CC=1>C1C=CC(C2C=CC=CC=2)=CC=1.C1C=CC(OC2C=CC=CC=2)=CC=1>[Br:9][C:4]1[C:3]([F:10])=[C:2]2[C:7]([C:14]([OH:13])=[C:15]([C:16]([O:18][CH2:19][CH3:20])=[O:17])[CH:21]=[N:1]2)=[CH:6][C:5]=1[F:8] |f:4.5|. Reported procedure: A stirred mixture of 26 g of 3-amino-2,6-difluorobromobenzene and 27 g of diethyl ethoxymethylenemalonate was heated at 150° C. for 1 hour. After cooling, 100 ml of Dowtherm "A" (commercially available high boiling inert solvent mixture of diphenylether and dibenzofuran) was added and the mixture was heated under nitrogen at 260° C. for 1.5 hour. The mixture was cooled to room temperature and 200 ml of hexanes was added. The resulting precipitate was collected by filtration, washed with hexanes ... The reactants are CC(C)(C)OC(=O)NC12CC3CC(CC(C3)C1O)C2, ClCCl. The product is CC(C)(C)OC(=O)NC12CC3CC(CC(C3)C1=O)C2. Reaction SMILES: [C:1]([CH3:2])([CH3:3])([CH3:4])[O:5][C:6]([NH:7][C:8]12[CH:9]([OH:18])[CH:10]3[CH2:11][CH:12]([CH2:13][CH:14]([CH2:15]1)[CH2:16]3)[CH2:17]2)=[O:19].[Cl:20][CH2:21][Cl:22]>>[C:1]([CH3:2])([CH3:3])([CH3:4])[O:5][C:6]([NH:7][C:8]12[C:9](=[O:18])[CH:10]3[CH2:11][CH:12]([CH2:13][CH:14]([CH2:15]1)[CH2:16]3)[CH2:17]2)=[O:19]. Starting materials: O=C([O-])[O-], CN, CCO, Cl, CCOC(=O)c1ccc(-c2ccc(OCCCI)c(-c3ccc4c(c3)C(C)(C)CCC4(C)C)c2)cc1, [K+], [K+]. The product is CCOC(=O)c1ccc(-c2ccc(OCCCNC)c(-c3ccc4c(c3)C(C)(C)CCC4(C)C)c2)cc1. Reaction SMILES: [C:4](=[O:5])([O-:6])[O-:7].[CH3:2][NH2:3].[CH3:46][CH2:47][OH:48].[ClH:1].[I:10][CH2:11][CH2:12][CH2:13][O:14][c:15]1[c:16](-[c:32]2[cH:33][c:34]3[c:39]([cH:40][cH:41]2)[C:38]([CH3:42])([CH3:43])[CH2:37][CH2:36][C:35]3([CH3:44])[CH3:45])[cH:17][c:18](-[c:21]2[cH:22][cH:23][c:24]([C:27](=[O:28])[O:29][CH2:30][CH3:31])[cH:25][cH:26]2)[cH:19][cH:20]1.[K+:8].[K+:9]>>[CH3:2][NH:3][CH2:11][CH2:12][CH2:13][O:14][c:15]1[c:16](-[c:32]2[cH:33][c:34]3[c:39]([cH:40][cH:41]2)[C:38]([CH3:42])([CH3:43])[CH2:37][CH2:36][C:35]3([CH3:44])[CH3:45])[cH:17][c:18](-[c:21]2[cH:22][cH:23][c:24]([C:27](=[O:28])[O:29][CH2:30][CH3:31])[cH:25][cH:26]2)[cH:19][cH:20]1. The reactants are C(C)C1=C(C(=O)OCC)C=CC=C1C (ethyl 2-ethyl-3-methylbenzoate), N[C@@H]1CN2CCC1CC2 ((S)-3-amino-1-azabicyclo[2.2.2]octane), NC1CN2CCC1CC2 ((RS)-3-amino-1-azabicyclo[2.2.2]octane). Yields the product N12CC(C(CC1)CC2)NC(C2=C(C(=CC=C2)C)CC)=O ((RS)-N-(1-azabicyclo[2.2.2]oct-3-yl)-2-ethyl-3-methylbenzamide). RXN SMILES: [CH2:1]([C:3]1[C:13]([CH3:14])=[CH:12][CH:11]=[CH:10][C:4]=1[C:5]([O:7]CC)=O)[CH3:2].[NH2:15][C@H:16]1[CH:21]2[CH2:22][CH2:23][N:18]([CH2:19][CH2:20]2)[CH2:17]1.NC1C2CCN(CC2)C1>>[N:18]12[CH2:23][CH2:22][CH:21]([CH2:20][CH2:19]1)[CH:16]([NH:15][C:5](=[O:7])[C:4]1[CH:10]=[CH:11][CH:12]=[C:13]([CH3:14])[C:3]=1[CH2:1][CH3:2])[CH2:17]2. Reported procedure: Proceeding as in Example 1, Method B, but replacing methyl 3-methoxy-2-methylbenzoate with ethyl 2-ethyl-3-methylbenzoate and (S)-3-amino-1-azabicyclo[2.2.2]octane with (RS)-3-amino-1-azabicyclo[2.2.2]octane gave (RS)-N-(1-azabicyclo[2.2.2]oct-3-yl)-2-ethyl-3-methylbenzamide, m.p. 125° C. Starting materials: CC(=O)OCCC(C)(O)c1ccc(-c2ccc(F)cc2F)cc1, CCO, [Na+], [OH-], O. The product is CC(O)(CCO)c1ccc(-c2ccc(F)cc2F)cc1. RXN SMILES: [C:1](=[O:2])([CH3:3])[O:4][CH2:5][CH2:6][C:7]([CH3:8])([OH:9])[c:10]1[cH:11][cH:12][c:13](-[c:16]2[c:17]([F:23])[cH:18][c:19]([F:22])[cH:20][cH:21]2)[cH:14][cH:15]1.[CH3:26][CH2:27][OH:28].[Na+:25].[OH-:24].[OH2:29]>>[OH:4][CH2:5][CH2:6][C:7]([CH3:8])([OH:9])[c:10]1[cH:11][cH:12][c:13](-[c:16]2[c:17]([F:23])[cH:18][c:19]([F:22])[cH:20][cH:21]2)[cH:14][cH:15]1.